From a dataset of the Open Reaction Database (ORD), a public repository of structured organic reaction records. describe an organic reaction: reactants, conditions, products, and yield The reactants are C(C)OC(COC1=C(C=C(C=C1)OC(CCC)C=1C(=NC(=CC1)C1=CC(=CC=C1)C(F)(F)F)C)C)=O ([rac]-(2-methyl-4-{1-[2-methyl-6-(3-trifluoromethyl-phenyl)-pyridin-3-yl]-butoxy}-phenoxy)-acetic acid ethyl ester), ClC(CCC)C=1C(=NC(=CC1)C1=CC(=CC=C1)C(F)(F)F)C ([rac]-3-(1-chloro-butyl)-2-methyl-6-(3-trifluoromethyl-phenyl)-pyridine), ClC(C)C=1C(=NC(=CC1)C1=CC(=CC=C1)C(F)(F)F)C ([rac]-3-(1-chloro-ethyl)-2-methyl-6-(3-trifluoromethyl-phenyl)-pyridine). Product: CC1=C(OCC(=O)O)C=CC(=C1)OC(CCC)C=1C(=NC(=CC1)C1=CC(=CC=C1)C(F)(F)F)C ([rac]-(2-Methyl-4-{1-[2-methyl-6-(3-trifluoromethyl-phenyl)-pyridin-3-yl]-butoxy}-phenoxy)-acetic acid). Reaction SMILES: C([O:3][C:4](=[O:36])[CH2:5][O:6][C:7]1[CH:12]=[CH:11][C:10]([O:13][CH:14]([C:18]2[C:19]([CH3:34])=[N:20][C:21]([C:24]3[CH:29]=[CH:28][CH:27]=[C:26]([C:30]([F:33])([F:32])[F:31])[CH:25]=3)=[CH:22][CH:23]=2)[CH2:15][CH2:16][CH3:17])=[CH:9][C:8]=1[CH3:35])C.ClC(C1C(C)=NC(C2C=CC=C(C(F)(F)F)C=2)=CC=1)CCC.ClC(C1C(C)=NC(C2C=CC=C(C(F)(F)F)C=2)=CC=1)C>>[CH3:35][C:8]1[CH:9]=[C:10]([O:13][CH:14]([C:18]2[C:19]([CH3:34])=[N:20][C:21]([C:24]3[CH:29]=[CH:28][CH:27]=[C:26]([C:30]([F:32])([F:31])[F:33])[CH:25]=3)=[CH:22][CH:23]=2)[CH2:15][CH2:16][CH3:17])[CH:11]=[CH:12][C:7]=1[O:6][CH2:5][C:4]([OH:36])=[O:3]. Reported procedure: A] The title compound was prepared in analogy to example 47, via [rac]-(2-methyl-4-{1-[2-methyl-6-(3-trifluoromethyl-phenyl)-pyridin-3-yl]-butoxy}-phenoxy)-acetic acid ethyl ester, but using in step A] [rac]-3-(1-chloro-butyl)-2-methyl-6-(3-trifluoromethyl-phenyl)-pyridine (example 4B]) instead of [rac]-3-(1-chloro-ethyl)-2-methyl-6-(3-trifluoromethyl-phenyl)-pyridine as light yellow oil. Reactants: O=C([O-])O, COc1cc2c(cc1OC)C(Oc1ccc(C(F)(F)F)cc1)CNCC2, N#CCCl, [Na+], CN(C)C=O. Yields the product COc1cc2c(cc1OC)C(Oc1ccc(C(F)(F)F)cc1)CN(CC#N)CC2. RXN SMILES: [C:31](=[O:32])([OH:33])[O-:34].[CH3:1][O:2][c:3]1[cH:4][c:5]2[c:6]([cH:23][c:24]1[O:25][CH3:26])[CH:7]([O:12][c:13]1[cH:14][cH:15][c:16]([C:19]([F:20])([F:21])[F:22])[cH:17][cH:18]1)[CH2:8][NH:9][CH2:10][CH2:11]2.[Cl:27][CH2:28][C:29]#[N:30].[Na+:35].[O:36]=[CH:37][N:38]([CH3:39])[CH3:40]>>[CH3:1][O:2][c:3]1[cH:4][c:5]2[c:6]([cH:23][c:24]1[O:25][CH3:26])[CH:7]([O:12][c:13]1[cH:14][cH:15][c:16]([C:19]([F:20])([F:21])[F:22])[cH:17][cH:18]1)[CH2:8][N:9]([CH2:28][C:29]#[N:30])[CH2:10][CH2:11]2. Reactants: COC(COC1=CC(=C(C=C1)SC#N)OC)=O ((3-Methoxy-4-thiocyanato-phenoxy)-acetic acid methyl ester), COC(COC1=CC(=C(C=C1)SCC1=CC=C(C=C1)C1=CC=C(C=C1)C(F)(F)F)OC)=O ([3-Methoxy-4-(4′-trifluoromethyl-biphenyl-4-ylmethylsulfanyl)-phenoxy]-acetic acid methyl ester), COC(COC1=CC(=C(C=C1)SCC1=CC=C(C=C1)C1=CC=C(C=C1)C(F)(F)F)OC)=O ([3-Methoxy-4-(4′-trifluoromethyl-biphenyl-4-ylmethylsulfanyl)-phenoxy]-acetic acid methyl ester). As a reaction SMILES: COC(=O)COC1C=CC(SC#N)=C(OC)C=1.C[O:19][C:20](=[O:49])[CH2:21][O:22][C:23]1[CH:28]=[CH:27][C:26]([S:29][CH2:30][C:31]2[CH:36]=[CH:35][C:34]([C:37]3[CH:42]=[CH:41][C:40]([C:43]([F:46])([F:45])[F:44])=[CH:39][CH:38]=3)=[CH:33][CH:32]=2)=[C:25]([O:47][CH3:48])[CH:24]=1>>[CH3:48][O:47][C:25]1[CH:24]=[C:23]([CH:28]=[CH:27][C:26]=1[S:29][CH2:30][C:31]1[CH:36]=[CH:35][C:34]([C:37]2[CH:38]=[CH:39][C:40]([C:43]([F:46])([F:44])[F:45])=[CH:41][CH:42]=2)=[CH:33][CH:32]=1)[O:22][CH2:21][C:20]([OH:49])=[O:19]. Procedure: The title compound was prepared from (3-Methoxy-4-thiocyanato-phenoxy)-acetic acid methyl ester in a manner analogous to Example 1D. 400 MHz 1H NMR (DMSO-d6) δ 7.13 (d, 1H, J=8.5 Hz), 6.56 (s, 1H), 6.39 (d, 1H, J=8.5 Hz), 4.72 (s, 2H), 4.51 (s, 1H), 3.75 (s, 3H), 3.64 (s, 3H). Step 5. Preparation of [3-Methoxy-4-(4′-trifluoromethyl-biphenyl-4-ylmethylsulfanyl)-phenoxy]-acetic acid methyl ester (Compound 21D) The product is COC=1C=C(OCC(=O)O)C=CC1SCC1=CC=C(C=C1)C1=CC=C(C=C1)C(F)(F)F ([3-Methoxy-4-(4′-trifluoromethyl-biphenyl-4-ylmethylsulfanyl)-phenoxy]-acetic acid). Reactants: BrCC1CC1, COC(=O)c1cccc(C(C)C#N)c1, C[O-], CC#N, CCOCC, [H-], [Na+], [Na+]. Yields the product COC(=O)c1cccc(C(C)(C#N)CC2CC2)c1. RXN SMILES: [Br:18][CH2:19][CH:20]1[CH2:21][CH2:22]1.[C:1](#[N:2])[CH:3]([CH3:4])[c:5]1[cH:6][c:7]([C:8](=[O:9])[O:10][CH3:11])[cH:12][cH:13][cH:14]1.[CH3:15][O-:16].[CH3:25][C:26]#[N:27].[CH3:28][CH2:29][O:30][CH2:31][CH3:32].[H-:23].[Na+:17].[Na+:24]>>[C:1](#[N:2])[C:3]([CH3:4])([c:5]1[cH:6][c:7]([C:8](=[O:9])[O:10][CH3:11])[cH:12][cH:13][cH:14]1)[CH2:19][CH:20]1[CH2:21][CH2:22]1. The reactants are C(C)(C)(C)OC(N[C@@H](CC1=CC(=CC=C1)Br)CO)=O ((S)-[2-(3-bromophenyl)-1-hydroxymethyl-ethyl]-carbamic acid tert-butyl ester), Cl (HCl). Solvent: CO (methanol), O1CCOCC1 (dioxane). Conditions: time 14 hour. Product: N[C@H](CO)CC1=CC(=CC=C1)Br ((S)-2-Amino-3-(3-bromo-phenyl)-propan-1-ol). RXN SMILES: C(OC(=O)[NH:7][C@H:8]([CH2:17][OH:18])[CH2:9][C:10]1[CH:15]=[CH:14][CH:13]=[C:12]([Br:16])[CH:11]=1)(C)(C)C.Cl>CO.O1CCOCC1>[NH2:7][C@@H:8]([CH2:9][C:10]1[CH:15]=[CH:14][CH:13]=[C:12]([Br:16])[CH:11]=1)[CH2:17][OH:18]. Procedure: To a solution of (S)-[2-(3-bromophenyl)-1-hydroxymethyl-ethyl]-carbamic acid tert-butyl ester (400 mg, 1.21 mmol) in methanol (30 mL) was added 4 M HCl in dioxane (2 mL, excess). The reaction mixture was stirred at room temperature for 14 h. After concentration in vacuo, the residue was used for the next step without purification. LCMS (M+H)+ m/z 230 (t=0.78 min.)